describe an organic reaction: reactants, conditions, products, and yield From a dataset of the Open Reaction Database (ORD), a public repository of structured organic reaction records. The reactants are [OH-].[Na+] (NaOH), CO.C(Cl)(Cl)Cl (MeOH CHCl3), FC(C=1C=C(C=C(C1)C(F)(F)F)NC(C1=C(C=CC(=C1)C#N)O)=O)(F)F (N-(3,5-bis-trifluoromethyl-phenyl)-5-cyano-2-hydroxy-benzamide), OO (H2O2). Run in C(C)O (ethanol), CS(=O)C (DMSO). Conditions: time 8 hour. Product: FC(C=1C=C(C=C(C1)C(F)(F)F)NC(C1=CC(C(=O)N)=C(C=C1)O)=O)(F)F (N-(3,5-bis-trifluoromethyl-phenyl)-4-hydroxy-isophthalamide). Isolated yield 95.0%. Reaction SMILES: [F:1][C:2]([F:26])([F:25])[C:3]1[CH:4]=[C:5]([NH:13][C:14](=[O:24])[C:15]2[CH:20]=[C:19]([C:21]#[N:22])C=[CH:17][C:16]=2O)[CH:6]=[C:7]([C:9]([F:12])([F:11])[F:10])[CH:8]=1.[OH-:27].[Na+].OO.[CH3:31][OH:32].C(Cl)(Cl)Cl>C(O)C.CS(C)=O>[F:1][C:2]([F:25])([F:26])[C:3]1[CH:4]=[C:5]([NH:13][C:14](=[O:24])[C:15]2[CH:16]=[CH:17][C:31]([OH:32])=[C:19]([C:21]([NH2:22])=[O:27])[CH:20]=2)[CH:6]=[C:7]([C:9]([F:12])([F:11])[F:10])[CH:8]=1 |f:1.2,4.5|. Procedure details: N-(3,5-bis-trifluoromethyl-phenyl)-5-cyano-2-hydroxy-benzamide (150 mg, 0.4 mmol) obtained in step 1 was dissolved in ethanol (1.74 ml) and DMSO (0.8 ml). 1 M NaOH (0.33 ml) was added thereto, to which 30% H2O2 (0.33 ml) was added. The reaction mixture was stirred overnight at room temperature. The solution was eliminated under reduced pressure. The residue proceeded to column chromatography (5% MeOH—CHCl3) to give 149 mg of the target compound (yield: 95%). RXN SMILES: [CH2:1]([c:2]1[cH:3][cH:4][cH:5][cH:6][cH:7]1)[S:8][c:9]1[c:10]([C:17](=[O:18])[O:19][CH3:20])[cH:11][s:12][c:13]1[N+:14](=[O:15])[O-:16].[CH2:22]([Al+:23][CH2:24][CH:25]([CH3:26])[CH3:27])[CH:28]([CH3:29])[CH3:30].[Cl:31][CH2:32][Cl:33].[H-:21]>>[CH2:1]([c:2]1[cH:3][cH:4][cH:5][cH:6][cH:7]1)[S:8][c:9]1[c:10]([CH2:17][OH:18])[cH:11][s:12][c:13]1[N+:14](=[O:15])[O-:16]. Product: O=[N+]([O-])c1scc(CO)c1SCc1ccccc1. Reactants: COC(=O)c1csc([N+](=O)[O-])c1SCc1ccccc1, CC(C)C[Al+]CC(C)C, ClCCl, [H-]. Reactants: N1C(=CC2=CC=CC=C12)C=1C=CC(=C(C1)N)OC (5-(1H-Indol-2-yl)-2-methoxy-phenylamine), N1C(=CC2=CC=CC=C12)C=1C=CC(=C(C1)N)OC (5-(1H-indol-2-yl)-2-methoxy-phenylamine), ClC=1C=C(C=C(C1)Cl)N=C=S (3,5-dichlorophenyl isothiocyanate). Solvent: C(C)(=O)OCC (ethyl acetate). Reaction conditions: temperature 50 celsius, time 8 hour. Product: ClC=1C=C(C=C(C1)Cl)NC(=S)NC1=C(C=CC(=C1)C=1NC2=CC=CC=C2C1)OC (1-(3,5-Dichloro-phenyl)-3-[5-(1H-indol-2-yl)-2-methoxy-phenyl]-thiourea). Reaction SMILES: [NH:1]1[C:9]2[C:4](=[CH:5][CH:6]=[CH:7][CH:8]=2)[CH:3]=[C:2]1[C:10]1[CH:11]=[CH:12][C:13]([O:17][CH3:18])=[C:14]([NH2:16])[CH:15]=1.[Cl:19][C:20]1[CH:21]=[C:22]([N:27]=[C:28]=[S:29])[CH:23]=[C:24]([Cl:26])[CH:25]=1>C(OCC)(=O)C>[Cl:19][C:20]1[CH:21]=[C:22]([NH:27][C:28]([NH:16][C:14]2[CH:15]=[C:10]([C:2]3[NH:1][C:9]4[C:4]([CH:3]=3)=[CH:5][CH:6]=[CH:7][CH:8]=4)[CH:11]=[CH:12][C:13]=2[O:17][CH3:18])=[S:29])[CH:23]=[C:24]([Cl:26])[CH:25]=1. Reported procedure: The product from Example 1, Step B, 5-(1H-indol-2-yl)-2-methoxy-phenylamine (0.1765 g, 0.74 mmol) was mixed with 3,5-dichlorophenyl isothiocyanate (0.151 g, 0.74 mmol) in ethyl acetate (20 mL) and was heated briefly at 50° C. and then allowed to stand overnight at room temperature. The reaction mixture was concentrated to dryness, triturated with hexanes, and the insoluble material collected by filtration (0.169 g), mp 199-201° C.